From a dataset of the Open Reaction Database (ORD), a public repository of structured organic reaction records. describe an organic reaction: reactants, conditions, products, and yield Reactants: CCN(CC)CCN, CC#N, O=C(O)CCn1cnc2c(=O)[nH]cnc21. The product is CCN(CC)CCNC(=O)CCn1cnc2c(=O)[nH]cnc21. As a reaction SMILES: [CH2:1]([CH3:2])[N:3]([CH2:4][CH2:5][NH2:6])[CH2:7][CH3:8].[CH3:24][C:25]#[N:26].[O:9]=[c:10]1[c:11]2[n:12][cH:13][n:14]([CH2:19][CH2:20][C:21](=[O:22])[OH:23])[c:15]2[n:16][cH:17][nH:18]1>>[CH2:1]([CH3:2])[N:3]([CH2:4][CH2:5][NH:6][C:21]([CH2:20][CH2:19][n:14]1[cH:13][n:12][c:11]2[c:10](=[O:9])[nH:18][cH:17][n:16][c:15]21)=[O:22])[CH2:7][CH3:8]. The reactants are CC(C)C[AlH]CC(C)C (DIBAL), solution, ice, C(C)(C)(C)OC(=O)N1CC(C=2C3=C(C(=CC12)[N+](=O)[O-])C=CC=C3)C(=O)OC (3-(tert-butyloxycarbonyl)-1-methoxycarbonyl-5-nitro-1,2-dihydro-3H-benz[e]indole). Run in C1(=CC=CC=C1)C (toluene), C1CCOC1 (THF), C1CCOC1 (THF). Run at temperature 0 celsius, time 30 minute. The product is C(C)(C)(C)OC(=O)N1CC(C=2C3=C(C(=CC12)[N+](=O)[O-])C=CC=C3)CO (3-(tert-butyloxycarbonyl)-1-hydroxymethyl-5-nitro,1,2-dihydro-3H-benz[e]indole). Isolated yield 61.1%. Reaction SMILES: [C:1]([O:5][C:6]([N:8]1[C:16]2[CH:15]=[C:14]([N+:17]([O-:19])=[O:18])[C:13]3[CH:20]=[CH:21][CH:22]=[CH:23][C:12]=3[C:11]=2[CH:10]([C:24](OC)=[O:25])[CH2:9]1)=[O:7])([CH3:4])([CH3:3])[CH3:2].CC(C[AlH]CC(C)C)C>C1COCC1.C1(C)C=CC=CC=1>[C:1]([O:5][C:6]([N:8]1[C:16]2[CH:15]=[C:14]([N+:17]([O-:19])=[O:18])[C:13]3[CH:20]=[CH:21][CH:22]=[CH:23][C:12]=3[C:11]=2[CH:10]([CH2:24][OH:25])[CH2:9]1)=[O:7])([CH3:4])([CH3:3])[CH3:2]. Reported procedure: The crude ester 11 (0.85 g, 2.28 mmol) from the preceding procedure was dissolved in THF (25 mL) and added dropwise over 20 min to a stirred solution of DIBAL (9.1 mL of a 1M solution in toluene, 9.1 mmol) in THF (30 mL) under N2 at 0° C. The mixture was stirred for a further 30 min at 0° C., then poured into ice-cold 2 N HCl (40 mL) and extracted twice with EtOAc. The combined extracts were dried (Na2SO4) and concentrated under reduced pressure below 30° C. and the residue was chromatographed o... Reactants: N1=CC(=C2N1C=CC=N2)C#N (pyrazolo[1,5-a]-pyrimidine-3-carbonitrile), [BH4-].[Na+] (sodium borohydride). Run in CO (methyl alcohol). The product is N1=CC(=C2N1CCCN2)C#N (4,5,6,7-tetrahydropyrazolo[1,5-a]pyrimidine-3-carbonitrile). The yield is 42.6%. Reaction SMILES: [N:1]1[N:5]2[CH:6]=[CH:7][CH:8]=[N:9][C:4]2=[C:3]([C:10]#[N:11])[CH:2]=1.[BH4-].[Na+]>CO>[N:1]1[N:5]2[CH2:6][CH2:7][CH2:8][NH:9][C:4]2=[C:3]([C:10]#[N:11])[CH:2]=1 |f:1.2|. Reported procedure: To a stirred mixture of 4.0 g of pyrazolo[1,5-a]-pyrimidine-3-carbonitrile in 200 ml of methyl alcohol under nitrogen at, room temperature, was added, one at a time, 3 pellets of sodium borohydride. The mixture was stirred for several hours and then was allowed to stand at room temperature. The product was collected by filtration to give 1.75 g of 4,5,6,7-tetrahydropyrazolo[1,5-a]pyrimidine-3-carbonitrile, mp 206°-207° C. The reactants are FC(S(=O)(=O)OCCCCC=1C(=CC=2C=3C4=C(C(=CC3NC2C1)C1=C(C=CC=C1)Cl)C(NC4=O)=O)OC)(F)F (4-[4-(2-Chlorophenyl)-9-methoxy-1,3-dioxo-1,2,3,6-tetrahydropyrrolo[3,4-c]carbazol-8-yl]butyl trifluoromethanesulfonate), [I-].[Na+] (sodium iodide). Run in C(C)(=O)OCC (ethyl acetate). The product is ClC1=C(C=CC=C1)C1=CC=2NC=3C=C(C(=CC3C2C2=C1C(NC2=O)=O)OC)CCCCI (4-(2-Chlorophenyl)-8-(4-iodobutyl)-9-methoxypyrrolo[3,4-c]carbazole-1,3(2H,6H)-dione). Reaction SMILES: FC(F)(F)S(O[CH2:7][CH2:8][CH2:9][CH2:10][C:11]1[C:12]([O:36][CH3:37])=[CH:13][C:14]2[C:15]3[C:16]4[C:33](=[O:34])[NH:32][C:31](=[O:35])[C:17]=4[C:18]([C:24]4[CH:29]=[CH:28][CH:27]=[CH:26][C:25]=4[Cl:30])=[CH:19][C:20]=3[NH:21][C:22]=2[CH:23]=1)(=O)=O.[I-:40].[Na+]>C(OCC)(=O)C>[Cl:30][C:25]1[CH:26]=[CH:27][CH:28]=[CH:29][C:24]=1[C:18]1[C:17]2[C:31](=[O:35])[NH:32][C:33](=[O:34])[C:16]=2[C:15]2[C:14]3[CH:13]=[C:12]([O:36][CH3:37])[C:11]([CH2:10][CH2:9][CH2:8][CH2:7][I:40])=[CH:23][C:22]=3[NH:21][C:20]=2[CH:19]=1 |f:1.2|. Procedure: A mixture of the mesylate (172) 0.12 g, 0.21 mmol) prepared as described in example 311 and sodium iodide (1 g) in ethyl acetate (50 mL) was refluxed for 4 h. The cooled solution was washed with water and worked up to give the iodide (173) which crystallised from tetrahydrofuran/petroleum ether as an orange powder (0.10 g, 85%), mp 142–144° C. 1H NMR δ [(CD3)2SO] 11.86 (s, 1H), 11.05 (s, 1H), 8.43 (s, 1H), 7.58 (m, 1H), 7.55 (s, 1H), 7.52–7.43 (m, 3H), 7.42 (s, 1H), 3.94 (s, 3H). EIMS found M+=5... Starting materials: C(CCCCCCCCCCC)N (laurylamine), C1C(O1)CO (glycidol). The solvent is CO (methanol). Reaction conditions: temperature 70 celsius. The product is C(CCCCCCCCCCC)NCC(CO)O (3-Laurylamino-1,2-Dihydroxy-Propane). Yield: 59.0%. As a reaction SMILES: [CH2:1]([NH2:13])[CH2:2][CH2:3][CH2:4][CH2:5][CH2:6][CH2:7][CH2:8][CH2:9][CH2:10][CH2:11][CH3:12].[CH2:14]1[O:16][CH:15]1[CH2:17][OH:18]>CO>[CH2:1]([NH:13][CH2:14][CH:15]([OH:16])[CH2:17][OH:18])[CH2:2][CH2:3][CH2:4][CH2:5][CH2:6][CH2:7][CH2:8][CH2:9][CH2:10][CH2:11][CH3:12]. Procedure details: The procedures of Ulsperger et al., J. Prakt. Chemie, Vol. 27, pp. 195-212 (1965), the disclosures of which are hereby incorporated herein by reference in their entirety, were substantially followed. Specifically, 18.54 g laurylamine (0.1M) and 7.4 g glycidol (0.1M) were mixed in 150 ml methanol at 60° C. for 5 hours. The mixture was refluxed for 1 hour at 70° C. The methanol was then removed by rotary evaporation. The product was a solid, 15.3 g (59% yield). After recrystallization from hexane,...